This data is from the Open Reaction Database (ORD), a public repository of structured organic reaction records. The task is: describe an organic reaction: reactants, conditions, products, and yield Reactants: CC(=CC=O)C (3-methylbutenal), C1(=CC=C(C=C1)S(=O)(=O)O)C (p-toluenesulfonic acid). Run in C1=CC=CC=C1 (benzene), C1=CC=CC=C1 (benzene). Product: CC(=CCOC(CC(=C)C)OCC=C(C)C)C (1,1-di-(3-methyl-2-butenyloxy)-3-methyl-3-butene). RXN SMILES: [CH3:1][C:2]([CH3:6])=[CH:3][CH:4]=[O:5].[C:7]1([CH3:17])[CH:12]=[CH:11]C(S(O)(=O)=O)=C[CH:8]=1>C1C=CC=CC=1>[CH3:1][C:2]([CH3:6])=[CH:3][CH2:4][O:5][CH:4]([O:5][CH2:11][CH:12]=[C:7]([CH3:8])[CH3:17])[CH2:3][C:2]([CH3:6])=[CH2:1]. Reported procedure: 2.67 parts of 3-methylbutenal, 5.5 parts of pulenol, 0.001 part of p-toluenesulfonic acid, and 20 vol. parts of benzene were charged to the same rectification column employed in Example 53, and reacted at 90° C. for 2 hours, while the volume of the system was maintained constant by feeding 10 vol. parts of fresh benzene per hour and distilling 10 vol. parts per hour of the water-containing benzene off from the system. Thus 100% of 3-methyl-3-butenal-1 was converted and 3-methyl-3-butenal-1-dipul...